This data is from the Open Reaction Database (ORD), a public repository of structured organic reaction records. The task is: describe an organic reaction: reactants, conditions, products, and yield Starting materials: CCOC(C)=O, CCO, [H][H], O=C1c2ccccc2C(=O)N1Cc1ccc(C#CCCO)cc1. Yields the product O=C1c2ccccc2C(=O)N1Cc1ccc(CCCCO)cc1. As a reaction SMILES: [C:26]([O:27][CH2:28][CH3:29])(=[O:30])[CH3:31].[CH2:32]([OH:33])[CH3:34].[H:24][H:25].[OH:1][CH2:2][CH2:3][C:4]#[C:5][c:6]1[cH:7][cH:8][c:9]([CH2:10][N:11]2[C:12](=[O:21])[c:13]3[cH:14][cH:15][cH:16][cH:17][c:18]3[C:19]2=[O:20])[cH:22][cH:23]1>>[OH:1][CH2:2][CH2:3][CH2:4][CH2:5][c:6]1[cH:7][cH:8][c:9]([CH2:10][N:11]2[C:12](=[O:21])[c:13]3[cH:14][cH:15][cH:16][cH:17][c:18]3[C:19]2=[O:20])[cH:22][cH:23]1. Reactants: BrC=1N(C2=CC(=CC=C2C1C1CCCCC1)C(=O)OC)CSC1=CC=CC=C1 (methyl 2-bromo-3-cyclohexyl-1-phenylsulfanylmethyl-1H-indole-6-carboxylate), C(C)(=O)[O-].[K+] (potassium acetate), Cl (hydrochloric acid). Yields the product C1(CCCCC1)C=1C2=CC=C(C=C2N2CSC3=C(C12)C=CC=C3)C(=O)OC (methyl 11-cyclohexyl-5-thia-6a-azabenzo[a]fluorene-8-carboxylate). Isolated yield 11.0%. As a reaction SMILES: Br[C:2]1[N:3]([CH2:21][S:22][C:23]2[CH:28]=[CH:27][CH:26]=[CH:25][CH:24]=2)[C:4]2[C:9]([C:10]=1[CH:11]1[CH2:16][CH2:15][CH2:14][CH2:13][CH2:12]1)=[CH:8][CH:7]=[C:6]([C:17]([O:19][CH3:20])=[O:18])[CH:5]=2.C([O-])(=O)C.[K+].Cl>CN(C)C(=O)C.[Pd].C1(P(C2C=CC=CC=2)C2C=CC=CC=2)C=CC=CC=1.C1(P(C2C=CC=CC=2)C2C=CC=CC=2)C=CC=CC=1.C1(P(C2C=CC=CC=2)C2C=CC=CC=2)C=CC=CC=1.C1(P(C2C=CC=CC=2)C2C=CC=CC=2)C=CC=CC=1>[CH:11]1([C:10]2[C:9]3[C:4]([N:3]4[C:2]=2[C:24]2[CH:25]=[CH:26][CH:27]=[CH:28][C:23]=2[S:22][CH2:21]4)=[CH:5][C:6]([C:17]([O:19][CH3:20])=[O:18])=[CH:7][CH:8]=3)[CH2:16][CH2:15][CH2:14][CH2:13][CH2:12]1 |f:1.2,5.6.7.8.9|. Reported procedure: A suspension of methyl 2-bromo-3-cyclohexyl-1-phenylsulfanylmethyl-1H-indole-6-carboxylate (1.10 g, 2.41 mmol), potassium acetate (260 mg, 2.64 mmol) and tetrakis(triphenylphosphine) palladium (279 mg, 0.24 mmol) in N,N-dimethylacetamide (30 ml) was stirred at 100° C. for 3 hr. The reaction mixture was allowed to cool to room temperature, 2N hydrochloric acid was added to the reaction mixture, and the mixture was extracted with ethyl acetate. The organic layer was successively washed with water ... Reaction conditions: temperature 100 celsius, time 3 hour. The solvent is CN(C(C)=O)C (N,N-dimethylacetamide). The reagents and catalysts are [Pd].C1(=CC=CC=C1)P(C1=CC=CC=C1)C1=CC=CC=C1.C1(=CC=CC=C1)P(C1=CC=CC=C1)C1=CC=CC=C1.C1(=CC=CC=C1)P(C1=CC=CC=C1)C1=CC=CC=C1.C1(=CC=CC=C1)P(C1=CC=CC=C1)C1=CC=CC=C1 (tetrakis(triphenylphosphine) palladium). The reactants are CN(C(OC(C)(C)C)=O)CC=O (tert-butyl methyl(2-oxoethyl)carbamate), [BH3-]C#N.[Na+] (NaCNBH3), CN(C(OC(C)(C)C)=O)CC=O (tert-butyl methyl(2-oxoethyl)carbamate), C1(CCCCC1)C=1C=2C=CC(=CC2N2C[C@@H](COC3=C(C21)C=CC=C3)OCC3NCCC3)C(=O)OC (methyl (7S)-14-cyclohexyl-7-(pyrrolidin-2-ylmethoxy)-7,8-dihydro-6H-indolo[1,2-e][1,5]benzoxazocine-11-carboxylate), [BH3-]C#N.[Na+] (NaCNBH3). Run in CO.C1CCOC1 (MeOH THF), CC(=O)O (AcOH). Run at temperature 40 celsius, time 1 hour. The product is C(C)(C)(C)OC(=O)N(CCN1C(CCC1)CO[C@@H]1COC2=C(C=3N(C1)C=1C=C(C=CC1C3C3CCCCC3)C(=O)OC)C=CC=C2)C (methyl (7S)-7-[(1-{2-[(tert-butoxycarbonyl)(methyl)amino]ethyl}pyrrolidin-2-yl)methoxy]-14-cyclohexyl-7,8-dihydro-6H-indolo[1,2-e][1,5]benzoxazocine-11-carboxylate). As a reaction SMILES: [CH:1]1([C:7]2[C:8]3[CH:9]=[CH:10][C:11]([C:33]([O:35][CH3:36])=[O:34])=[CH:12][C:13]=3[N:14]3[C:21]=2[C:20]2[CH:22]=[CH:23][CH:24]=[CH:25][C:19]=2[O:18][CH2:17][C@@H:16]([O:26][CH2:27][CH:28]2[CH2:32][CH2:31][CH2:30][NH:29]2)[CH2:15]3)[CH2:6][CH2:5][CH2:4][CH2:3][CH2:2]1.[CH3:37][N:38]([CH2:46][CH:47]=O)[C:39](=[O:45])[O:40][C:41]([CH3:44])([CH3:43])[CH3:42].[BH3-]C#N.[Na+]>CO.C1COCC1.CC(O)=O>[C:41]([O:40][C:39]([N:38]([CH3:37])[CH2:46][CH2:47][N:29]1[CH2:30][CH2:31][CH2:32][CH:28]1[CH2:27][O:26][C@H:16]1[CH2:15][N:14]2[C:13]3[CH:12]=[C:11]([C:33]([O:35][CH3:36])=[O:34])[CH:10]=[CH:9][C:8]=3[C:7]([CH:1]3[CH2:2][CH2:3][CH2:4][CH2:5][CH2:6]3)=[C:21]2[C:20]2[CH:22]=[CH:23][CH:24]=[CH:25][C:19]=2[O:18][CH2:17]1)=[O:45])([CH3:44])([CH3:43])[CH3:42] |f:2.3,4.5|. Reported procedure: To a solution (0.02 M) of methyl (7S)-14-cyclohexyl-7-(pyrrolidin-2-ylmethoxy)-7,8-dihydro-6H-indolo[1,2-e][1,5]benzoxazocine-11-carboxylate in MeOH/THF (2/1), AcOH (cat.) was added followed by tert-butyl methyl(2-oxoethyl)carbamate (2 eq, prepared as described in Tetrahedron 2002, 58, 1719-1737). The reaction was stirred at RT for 30 min at which point NaCNBH3 (2 eq) was added and the mixture was stirred at 40° C. for 1 h. Additional tert-butyl methyl(2-oxoethyl)carbamate (1 eq) and NaCNBH3 (5 ... Starting materials: BrB(Br)Br, ClCCl, COc1cc(F)c(C(C)(C)C(F)(F)F)c(F)c1. Yields the product CC(C)(c1c(F)cc(O)cc1F)C(F)(F)F. Reaction SMILES: [B:18]([Br:19])([Br:20])[Br:21].[Cl:22][CH2:23][Cl:24].[F:1][c:2]1[c:3]([C:11]([C:12]([F:13])([F:14])[F:15])([CH3:16])[CH3:17])[c:4]([F:10])[cH:5][c:6]([O:8][CH3:9])[cH:7]1>>[F:1][c:2]1[c:3]([C:11]([C:12]([F:13])([F:14])[F:15])([CH3:16])[CH3:17])[c:4]([F:10])[cH:5][c:6]([OH:8])[cH:7]1. The reactants are CC1=C2CC(NC2=CC=C1)=O (4-methyl-1,3-dihydro-indol-2-one), NC1=CC=CC=C1 (aniline), N1C(CC2=CC=CC=C12)=O (1,3-dihydro-indol-2-one), CN1CCN(CC1)CCCNC1=CC=C(C=C1)N (N-[3-(4-methyl-piperazin-1-yl)-propyl]-benzene-1,4-diamine). The product is CC1=C2C(C(NC2=CC=C1)=O)=CNC1=CC=C(C=C1)NCCCN1CCN(CC1)C (4-Methyl-3-({4-[3-(4-methyl-piperazin-1-yl)-propylamino]-phenylamino}-methylene)-1,3-dihydro-indol-2-one). RXN SMILES: [CH3:1][C:2]1[CH:10]=[CH:9][CH:8]=[C:7]2[C:3]=1[CH2:4][C:5](=[O:11])[NH:6]2.N1C2C(=CC=CC=2)C[C:13]1=O.[CH3:22][N:23]1[CH2:28][CH2:27][N:26]([CH2:29][CH2:30][CH2:31][NH:32][C:33]2[CH:38]=[CH:37][C:36]([NH2:39])=[CH:35][CH:34]=2)[CH2:25][CH2:24]1.NC1C=CC=CC=1>>[CH3:1][C:2]1[CH:10]=[CH:9][CH:8]=[C:7]2[C:3]=1[C:4](=[CH:13][NH:39][C:36]1[CH:35]=[CH:34][C:33]([NH:32][CH2:31][CH2:30][CH2:29][N:26]3[CH2:25][CH2:24][N:23]([CH3:22])[CH2:28][CH2:27]3)=[CH:38][CH:37]=1)[C:5](=[O:11])[NH:6]2. Reported procedure: The named compound is prepared by substituting 4-methyl-1,3-dihydro-indol-2-one for the 1,3-dihydro-indol-2-one and N-[3-(4-methyl-piperazin-1-yl)-propyl]-benzene-1,4-diamine (used for the preparation of Example 302) for aniline in the reaction of Example 1. Reactants: C1(=CC=CC=C1)C(CCN1CCNCC1)C1=CC=CC=C1 (N-3,3-Diphenylpropylpiperazine), COC=1C=C(CCl)C=C(C1OC)OC (3,4,5-trimethoxybenzyl chloride), Cl (hydrogen chloride). Solvent: C1(=CC=CC=C1)C (toluene). Yields the product Cl.Cl.C1(=CC=CC=C1)C(CCN1CCN(CC1)CC1=CC(=C(C(=C1)OC)OC)OC)C1=CC=CC=C1 (1-(3,3-diphenylpropyl)-4-(3,4,5-trimethoxybenzyl)piperazine dihydrochloride). Isolated yield 80.6%. As a reaction SMILES: [C:1]1([CH:7]([C:16]2[CH:21]=[CH:20][CH:19]=[CH:18][CH:17]=2)[CH2:8][CH2:9][N:10]2[CH2:15][CH2:14][NH:13][CH2:12][CH2:11]2)[CH:6]=[CH:5][CH:4]=[CH:3][CH:2]=1.[CH3:22][O:23][C:24]1[CH:25]=[C:26]([CH:29]=[C:30]([O:34][CH3:35])[C:31]=1[O:32][CH3:33])[CH2:27][Cl:28].[ClH:36]>C1(C)C=CC=CC=1>[ClH:28].[ClH:36].[C:16]1([CH:7]([C:1]2[CH:2]=[CH:3][CH:4]=[CH:5][CH:6]=2)[CH2:8][CH2:9][N:10]2[CH2:11][CH2:12][N:13]([CH2:27][C:26]3[CH:29]=[C:30]([O:34][CH3:35])[C:31]([O:32][CH3:33])=[C:24]([O:23][CH3:22])[CH:25]=3)[CH2:14][CH2:15]2)[CH:21]=[CH:20][CH:19]=[CH:18][CH:17]=1 |f:4.5.6|. Procedure details: N-3,3-Diphenylpropylpiperazine in the amount of 2.8 g (0.01 mole) and 2.2 g (0.01 mole) of 3,4,5-trimethoxybenzyl chloride were dissolved in 20 ml of toluene, and heated at the refluxing temperature for 4.5 hours. After the reaction liquid was left to cool, dry hydrogen chloride gas was passed through the reaction liquid while cooling the liquid to precipitate crystals of 1-(3,3-diphenylpropyl)-4-(3,4,5-trimethoxybenzyl)piperazine dihydrochloride, which were recrystallized from an ethanol and et... The reactants are C1(=CC=CC=C1)S(=O)(=O)N1C=C(C2=CC(=CC=C12)Br)CCCCN1CCN(CC1)C1=CC2=C(OCCO2)C=C1 (6-[4-(4-(1-benzenesulfonyl-5-bromoindol-3-yl)butyl)piperazino]-1,4-benzodioxane), [OH-].[K+] (KOH). Solvent: C(C)O (ethanol). Yields the product BrC=1C=C2C(=CNC2=CC1)CCCCN1CCN(CC1)C1=CC2=C(OCCO2)C=C1 (6-[4-(4-(5-bromoindol-3-yl)butyl)piperazino]-1,4-benzodioxane). Reaction SMILES: C1(S([N:10]2[C:18]3[C:13](=[CH:14][C:15]([Br:19])=[CH:16][CH:17]=3)[C:12]([CH2:20][CH2:21][CH2:22][CH2:23][N:24]3[CH2:29][CH2:28][N:27]([C:30]4[CH:39]=[CH:38][C:33]5[O:34][CH2:35][CH2:36][O:37][C:32]=5[CH:31]=4)[CH2:26][CH2:25]3)=[CH:11]2)(=O)=O)C=CC=CC=1.[OH-].[K+]>C(O)C>[Br:19][C:15]1[CH:14]=[C:13]2[C:18](=[CH:17][CH:16]=1)[NH:10][CH:11]=[C:12]2[CH2:20][CH2:21][CH2:22][CH2:23][N:24]1[CH2:25][CH2:26][N:27]([C:30]2[CH:39]=[CH:38][C:33]3[O:34][CH2:35][CH2:36][O:37][C:32]=3[CH:31]=2)[CH2:28][CH2:29]1 |f:1.2|. Reported procedure: 4.7 g of 6-[4-(4-(1-benzenesulfonyl-5-bromoindol-3-yl)butyl)piperazino]-1,4-benzodioxane is boiled for 16 hours with 1.5 g of KOH in aqueous ethanol solution, worked up in the conventional manner and gives 6-[4-(4-(5-bromoindol-3-yl)butyl)piperazino]-1,4-benzodioxane.